From a dataset of the Open Reaction Database (ORD), a public repository of structured organic reaction records. describe an organic reaction: reactants, conditions, products, and yield Starting materials: CC(C)(C)OC(=O)NC1CSCC(Cc2ccc(NC(=O)OCc3ccccc3)c(F)c2)C1O, COC(C)(C)OC, ClCCl. Product: CC(C)(C)OC(=O)N1C2CSCC(Cc3ccc(NC(=O)OCc4ccccc4)c(F)c3)C2OC1(C)C. Reaction SMILES: [C:1]([CH3:2])([CH3:3])([CH3:4])[O:5][C:6]([NH:7][CH:8]1[CH2:9][S:10][CH2:11][CH:12]([CH2:15][c:16]2[cH:17][c:18]([F:33])[c:19]([NH:22][C:23](=[O:24])[O:25][CH2:26][c:27]3[cH:28][cH:29][cH:30][cH:31][cH:32]3)[cH:20][cH:21]2)[CH:13]1[OH:14])=[O:34].[CH3:35][O:36][C:37]([CH3:38])([CH3:39])[O:40][CH3:41].[Cl:42][CH2:43][Cl:44]>>[C:1]([CH3:2])([CH3:3])([CH3:4])[O:5][C:6]([N:7]1[CH:8]2[CH2:9][S:10][CH2:11][CH:12]([CH2:15][c:16]3[cH:17][c:18]([F:33])[c:19]([NH:22][C:23](=[O:24])[O:25][CH2:26][c:27]4[cH:28][cH:29][cH:30][cH:31][cH:32]4)[cH:20][cH:21]3)[CH:13]2[O:14][C:37]1([CH3:38])[CH3:39])=[O:34]. The reactants are [BH3-]C#N, O=C([O-])O, CC(=O)O, CO, O=CCC(Cn1cncc1-c1ccccc1)c1ccc(Cl)c(Cl)c1, [Na+], [Na+], OC1(c2ccccc2)CCNCC1. The product is OC1(c2ccccc2)CCN(CCC(Cn2cncc2-c2ccccc2)c2ccc(Cl)c(Cl)c2)CC1. As a reaction SMILES: [C:42]([BH3-:43])#[N:44].[C:48](=[O:49])([OH:50])[O-:51].[CH3:38][C:39](=[O:40])[OH:41].[CH3:46][OH:47].[Cl:1][c:2]1[cH:3][c:4]([CH:9]([CH2:10][CH:11]=[O:12])[CH2:13][n:14]2[cH:15][n:16][cH:17][c:18]2-[c:19]2[cH:20][cH:21][cH:22][cH:23][cH:24]2)[cH:5][cH:6][c:7]1[Cl:8].[Na+:45].[Na+:52].[OH:25][C:26]1([c:32]2[cH:33][cH:34][cH:35][cH:36][cH:37]2)[CH2:27][CH2:28][NH:29][CH2:30][CH2:31]1>>[Cl:1][c:2]1[cH:3][c:4]([CH:9]([CH2:10][CH2:11][N:29]2[CH2:28][CH2:27][C:26]([OH:25])([c:32]3[cH:33][cH:34][cH:35][cH:36][cH:37]3)[CH2:31][CH2:30]2)[CH2:13][n:14]2[cH:15][n:16][cH:17][c:18]2-[c:19]2[cH:20][cH:21][cH:22][cH:23][cH:24]2)[cH:5][cH:6][c:7]1[Cl:8]. Starting materials: O=C1C2=C(SC3=C(C1)C=CC=C3)C=CC(=C2)C(C(=O)N)C (2-(10,11-dihydro-11-oxo dibenzo[b,f]thiepin-2-yl)-propionamide), S(O)(O)(=O)=O (sulfuric acid), C(C)O (ethanol). Run at time 1 hour. The product is O=C1C2=C(SC3=C(C1)C=CC=C3)C=CC(=C2)C(C(=O)OCC)C (ethyl 2-(10,11-dihydro-11-oxo dibenzo[b,f]-thiepin-2-yl)-propionate). Reaction SMILES: [O:1]=[C:2]1[CH2:8][C:7]2[CH:9]=[CH:10][CH:11]=[CH:12][C:6]=2[S:5][C:4]2[CH:13]=[CH:14][C:15]([CH:17]([CH3:21])[C:18](N)=[O:19])=[CH:16][C:3]1=2.S(=O)(=O)(O)O.[CH2:27]([OH:29])[CH3:28]>>[O:1]=[C:2]1[CH2:8][C:7]2[CH:9]=[CH:10][CH:11]=[CH:12][C:6]=2[S:5][C:4]2[CH:13]=[CH:14][C:15]([CH:17]([CH3:21])[C:18]([O:29][CH2:27][CH3:28])=[O:19])=[CH:16][C:3]1=2. Procedure details: To 200 mg of 2-(10,11-dihydro-11-oxo dibenzo[b,f]thiepin-2-yl)-propionamide in 4 ml of ethanol was added 0.4 ml of conc. sulfuric acid and the mixture was refluxed with stirring for 1 hour. The solvent was distilled off to obtain the residue, to which was added pieces of ice, and the mixture was extracted with ethyl acetate and the extract was washed with saturated sodium hydrogen carbonate, then saturated sodium chloride solution and dried over anhydrous sodium sulfate. The solvent was distille...